This data is from the Open Reaction Database (ORD), a public repository of structured organic reaction records. The task is: describe an organic reaction: reactants, conditions, products, and yield Starting materials: O=C(O)C1(c2ccc(Cl)cc2)CC1, CCC(=O)Nc1cccc(C2CCN(CCCN)CC2)c1. RXN SMILES: [Cl:1][c:2]1[cH:3][cH:4][c:5]([C:8]2([C:11](=[O:12])[OH:13])[CH2:9][CH2:10]2)[cH:6][cH:7]1.[NH2:14][CH2:15][CH2:16][CH2:17][N:18]1[CH2:19][CH2:20][CH:21]([c:24]2[cH:25][c:26]([NH:30][C:31]([CH2:32][CH3:33])=[O:34])[cH:27][cH:28][cH:29]2)[CH2:22][CH2:23]1>>[Cl:1][c:2]1[cH:3][cH:4][c:5]([C:8]2([C:11](=[O:13])[NH:14][CH2:15][CH2:16][CH2:17][N:18]3[CH2:19][CH2:20][CH:21]([c:24]4[cH:25][c:26]([NH:30][C:31]([CH2:32][CH3:33])=[O:34])[cH:27][cH:28][cH:29]4)[CH2:22][CH2:23]3)[CH2:9][CH2:10]2)[cH:6][cH:7]1. The product is CCC(=O)Nc1cccc(C2CCN(CCCNC(=O)C3(c4ccc(Cl)cc4)CC3)CC2)c1. Starting materials: [N+](=O)([O-])C1=CC=C(COC(=O)CON=C(C(=O)NC2[C@@H]3N(C(=C(CS3)C=C)C(=S)OCC3=CC=C(C=C3)[N+](=O)[O-])C2=O)C=2N=C(SC2)NC(C(F)(F)F)=O)C=C1 (p-Nitrobenzyl 7-[2-(p-nitrobenzyloxycarbonylmethoxyimino)-2-{2-(2,2,2-trifluoroacetamido)thiazol-4-yl}acetamido]-3-vinylthio-3-cephem-4-carboxylate), C(C)O (ethanol), P(=O)([O-])([O-])[O-] (phosphate), [H][H] (hydrogen). The reagents and catalysts are [Pd] (palladium on carbon). Solvent: O1CCCC1 (tetrahydrofuran). Yields the product C(=O)(O)CON=C(C(=O)NC1[C@@H]2N(C(=C(CS2)C=C)C(=S)O)C1=O)C=1N=C(SC1)NC(C(F)(F)F)=O (7-[2-carboxymethoxyimino-2-{2-(2,2,2 -trifluoroacetamido)thiazol-4-yl}acetamido]-3-vinylthio-3-cephem-4-carboxylic acid). Isolated yield 67.5%. As a reaction SMILES: [N+](C1C=CC(C[O:9][C:10]([CH2:12][O:13][N:14]=[C:15]([C:43]2[N:44]=[C:45]([NH:48][C:49](=[O:54])[C:50]([F:53])([F:52])[F:51])[S:46][CH:47]=2)[C:16]([NH:18][CH:19]2[C:41](=[O:42])[N:21]3[C:22]([C:28]([O:30]CC4C=CC([N+]([O-])=O)=CC=4)=[S:29])=[C:23]([CH:26]=[CH2:27])[CH2:24][S:25][C@H:20]23)=[O:17])=[O:11])=CC=1)([O-])=O.C(O)C.P([O-])([O-])([O-])=O.[H][H]>[Pd].O1CCCC1>[C:10]([CH2:12][O:13][N:14]=[C:15]([C:43]1[N:44]=[C:45]([NH:48][C:49](=[O:54])[C:50]([F:51])([F:52])[F:53])[S:46][CH:47]=1)[C:16]([NH:18][CH:19]1[C:41](=[O:42])[N:21]2[C:22]([C:28]([OH:30])=[S:29])=[C:23]([CH:26]=[CH2:27])[CH2:24][S:25][C@H:20]12)=[O:17])([OH:11])=[O:9]. Procedure: p-Nitrobenzyl 7-[2-(p-nitrobenzyloxycarbonylmethoxyimino)-2-{2-(2,2,2-trifluoroacetamido)thiazol-4-yl}acetamido]-3-vinylthio-3-cephem-4-carboxylate (syn isomer) (2.3 g) was hydrogenated in the presence of 5% palladium on carbon in a mixture of tetrahydrofuran (100 ml), ethanol (11.5 ml) and 0.025M phosphate buffer solution (pH 6.85) (125 ml) at ambient temperature for 5 hours under 1 atmospheric pressure of hydrogen. The catalyst was filtered off and washed with ethyl acetate and a saturated aqu...